Task: describe an organic reaction: reactants, conditions, products, and yield. Dataset: the Open Reaction Database (ORD), a public repository of structured organic reaction records The reactants are CCCCCC, CCOC(C)=O, ClCCl, [Na+], [OH-], NCCCCNC(c1ccccc1)(c1ccccc1)c1ccccc1, Cc1cc(C)c(S(=O)(=O)Cl)c(C)c1. Yields the product Cc1cc(C)c(S(=O)(=O)NCCCCNC(c2ccccc2)(c2ccccc2)c2ccccc2)c(C)c1. Reaction SMILES: [CH3:39][CH2:40][CH2:41][CH2:42][CH2:43][CH3:44].[CH3:45][CH2:46][O:47][C:48]([CH3:49])=[O:50].[Cl:51][CH2:52][Cl:53].[Na+:55].[OH-:54].[c:14]1([C:20]([NH:21][CH2:22][CH2:23][CH2:24][CH2:25][NH2:26])([c:27]2[cH:28][cH:29][cH:30][cH:31][cH:32]2)[c:33]2[cH:34][cH:35][cH:36][cH:37][cH:38]2)[cH:15][cH:16][cH:17][cH:18][cH:19]1.[c:1]1([CH3:13])[c:2]([S:9](=[O:10])(=[O:11])[Cl:12])[c:3]([CH3:8])[cH:4][c:5]([CH3:7])[cH:6]1>>[c:1]1([CH3:13])[c:2]([S:9](=[O:10])(=[O:11])[NH:26][CH2:25][CH2:24][CH2:23][CH2:22][NH:21][C:20]([c:14]2[cH:15][cH:16][cH:17][cH:18][cH:19]2)([c:27]2[cH:28][cH:29][cH:30][cH:31][cH:32]2)[c:33]2[cH:34][cH:35][cH:36][cH:37][cH:38]2)[c:3]([CH3:8])[cH:4][c:5]([CH3:7])[cH:6]1.